Task: describe an organic reaction: reactants, conditions, products, and yield. Dataset: the Open Reaction Database (ORD), a public repository of structured organic reaction records Starting materials: cuprous iodide, C1(=CC=CC=C1)P(C1=CC=CC=C1)C1=CC=CC=C1 (triphenylphosphine), C1(CCCC1)OC=1C=C(C=CC1OC)C1(CCC2(CC1)OCCO2)C#C (4-(3-cyclopentyloxy-4-methoxyphenyl)-1,1-(ethylenedioxy)-4-ethynylcyclohexane), COC(COC1=CC=C(C=C1)I)=O (4-iodophenoxyacetic acid methyl ester). Reagents/catalysts: C=1C=CC(=CC1)[P](C=2C=CC=CC2)(C=3C=CC=CC3)[Pd]([P](C=4C=CC=CC4)(C=5C=CC=CC5)C=6C=CC=CC6)([P](C=7C=CC=CC7)(C=8C=CC=CC8)C=9C=CC=CC9)[P](C=1C=CC=CC1)(C=1C=CC=CC1)C=1C=CC=CC1 (tetrakis(triphenylphosphine)palladium). The solvent is C(C)N(CC)CC (triethylamine). Yields the product C(=O)(OC)COC1=CC=C(C=C1)C#CC1(CCC2(CC1)OCCO2)C2=CC(=C(C=C2)OC)OC2CCCC2 (4-(2-[4-Carbomethoxymethyloxyphenyl]ethynyl)-4-(3-cyclopentyloxy-4-methoxyphenyl)-1,1-(ethylenedioxy)cyclohexane). The yield is 73.2%. Reaction SMILES: [CH:1]1([O:6][C:7]2[CH:8]=[C:9]([C:15]3([C:25]#[CH:26])[CH2:20][CH2:19][C:18]4([O:24][CH2:23][CH2:22][O:21]4)[CH2:17][CH2:16]3)[CH:10]=[CH:11][C:12]=2[O:13][CH3:14])[CH2:5][CH2:4][CH2:3][CH2:2]1.[CH3:27][O:28][C:29](=[O:39])[CH2:30][O:31][C:32]1[CH:37]=[CH:36][C:35](I)=[CH:34][CH:33]=1.C1(P(C2C=CC=CC=2)C2C=CC=CC=2)C=CC=CC=1>C(N(CC)CC)C.C1C=CC([P]([Pd]([P](C2C=CC=CC=2)(C2C=CC=CC=2)C2C=CC=CC=2)([P](C2C=CC=CC=2)(C2C=CC=CC=2)C2C=CC=CC=2)[P](C2C=CC=CC=2)(C2C=CC=CC=2)C2C=CC=CC=2)(C2C=CC=CC=2)C2C=CC=CC=2)=CC=1>[C:29]([CH2:30][O:31][C:32]1[CH:37]=[CH:36][C:35]([C:26]#[C:25][C:15]2([C:9]3[CH:10]=[CH:11][C:12]([O:13][CH3:14])=[C:7]([O:6][CH:1]4[CH2:2][CH2:3][CH2:4][CH2:5]4)[CH:8]=3)[CH2:20][CH2:19][C:18]3([O:21][CH2:22][CH2:23][O:24]3)[CH2:17][CH2:16]2)=[CH:34][CH:33]=1)([O:28][CH3:27])=[O:39] |^1:69,71,90,109|. Procedure details: A stirred mixture of 4-(3-cyclopentyloxy-4-methoxyphenyl)-1,1-(ethylenedioxy)-4-ethynylcyclohexane (0.075 g, 0.21 mmol) and 4-iodophenoxyacetic acid methyl ester (0.060 g, 0.21 mmol, prepared as described in Example 35a) in dry triethylamine (2 mL) was treated at 80° C. for 1.5 hr by the procedure of Example 11 with a mixture of tetrakis(triphenylphosphine)palladium (0.018 g, 0.016 mmol), cuprous iodide (0.004 g, 0.021 mmol), and triphenylphosphine (crystal). The crude product was chromatographe...